This data is from the Open Reaction Database (ORD), a public repository of structured organic reaction records. The task is: describe an organic reaction: reactants, conditions, products, and yield Reactants: FC=1C=C(C=CC1)CC(C1OC(C(C1)C)=O)NC(=O)C1=CC2=C(OC3=C1C=CC=C3)C=CC=C2 (Dibenzo[b,f]oxepine-10-carboxylic acid [2-(3-fluoro-phenyl)-1-(4-methyl-5-oxo-tetrahydrofuran-2-yl)-ethyl]-amide). Run in C(CCC)N (butylamine). Run at time 16 hour. The product is C(CCC)NC(=O)C(CC(C(CC1=CC(=CC=C1)F)NC(=O)C1=CC2=C(OC3=C1C=CC=C3)C=CC=C2)O)C (Dibenzo[b,f]oxepine-10-carboxylic acid [4-butylcarbamoyl-1-(3-fluorobenzyl)-2-hydroxy-pentyl]-amide). RXN SMILES: [F:1][C:2]1[CH:3]=[C:4]([CH2:8][CH:9]([NH:17][C:18]([C:20]2[C:26]3[CH:27]=[CH:28][CH:29]=[CH:30][C:25]=3[O:24][C:23]3[CH:31]=[CH:32][CH:33]=[CH:34][C:22]=3[CH:21]=2)=[O:19])[CH:10]2[CH2:14][CH:13]([CH3:15])[C:12](=[O:16])[O:11]2)[CH:5]=[CH:6][CH:7]=1>C(N)CCC>[CH2:9]([NH:17][C:12]([CH:13]([CH3:15])[CH2:14][CH:10]([OH:11])[CH:9]([NH:17][C:18]([C:20]1[C:26]2[CH:27]=[CH:28][CH:29]=[CH:30][C:25]=2[O:24][C:23]2[CH:31]=[CH:32][CH:33]=[CH:34][C:22]=2[CH:21]=1)=[O:19])[CH2:8][C:4]1[CH:5]=[CH:6][CH:7]=[C:2]([F:1])[CH:3]=1)=[O:16])[CH2:8][CH2:4][CH3:3]. Procedure: Dibenzo[b,f]oxepine-10-carboxylic acid [2-(3-fluoro-phenyl)-1-(4-methyl-5-oxo-tetrahydrofuran-2-yl)-ethyl]-amide (50 mg) is dissolved in 2 ml butylamine and stirred for 16 h. The solution was concentrated in vacuo and the residual solid was recrystallised from EtOAc/hexane. Yield 25 mg (48%).